From a dataset of the Open Reaction Database (ORD), a public repository of structured organic reaction records. describe an organic reaction: reactants, conditions, products, and yield Reactants: C1[C@H]([C@@H](C(=O)C=C1C(=O)O)O)O (3-dehydroshikimic acid), C(C1=CC(O)=C(O)C=C1)(=O)O (protocatechuic acid), C1[C@H]([C@@H](C(=O)C=C1C(=O)O)O)O (3-dehydroshikimic acid). Conditions: time 36 hour. The product is C(C1=CC(O)=C(O)C(O)=C1)(=O)O (gallic acid). Reaction SMILES: [CH2:1]1[C:7]([C:8]([OH:10])=[O:9])=[CH:6][C:4](=[O:5])[C@@H:3]([OH:11])[C@@H:2]1[OH:12].C(O)(=O)C1C=CC(O)=C(O)C=1>>[C:8]([OH:10])(=[O:9])[C:7]1[CH:1]=[C:2]([OH:12])[C:3]([OH:11])=[C:4]([OH:5])[CH:6]=1. Procedure: Alternatively, the 3-dehydroshikimic acid was added slowly with the glucose feed. The glucose feed solution was prepared by mixing 100 mL of a solution containing 18 g of 3-dehydroshikimic acid, with a 200 mL solution containing 120 g of glucose. An oxygen sensor controlled dissolved oxygen levels via addition of the solution containing glucose (0.4 g/mL) and 3-dehydroshikimic acid (0.06 g/mL, 0.35 mmol/mL). The rate of addition of the previous feed solution was about 8 mL/h and as a result appr... The reactants are S(=O)(=O)(Cl)Cl (Sulphuryl chloride), COC(=O)C1=CC2=C(SC(=C2)C)C=C1 (2-methylbenzo[b]thiophene-5-carboxylic acid methyl ester). Solvent: C(Cl)(Cl)Cl (chloroform). The product is COC(=O)C1=CC2=C(SC(=C2Cl)C)C=C1 (3-chloro-2-methylbenzo[b]thiophene-5-carboxylic acid methyl ester). Reaction SMILES: S(Cl)([Cl:4])(=O)=O.[CH3:6][O:7][C:8]([C:10]1[CH:19]=[CH:18][C:13]2[S:14][C:15]([CH3:17])=[CH:16][C:12]=2[CH:11]=1)=[O:9]>C(Cl)(Cl)Cl>[CH3:6][O:7][C:8]([C:10]1[CH:19]=[CH:18][C:13]2[S:14][C:15]([CH3:17])=[C:16]([Cl:4])[C:12]=2[CH:11]=1)=[O:9]. Reported procedure: Sulphuryl chloride (3.38 g) was added dropwise to a stirred solution of 2-methylbenzo[b]thiophene-5-carboxylic acid methyl ester (5.15 g) in chloroform (50 ml). The resulting solution was heated under reflux for 2 hours, cooled, washed with water, dried (Na2SO4) and evaporated. The residue was crystallised from methanol/water to give 3-chloro-2-methylbenzo[b]thiophene-5-carboxylic acid methyl ester, 3.00 g, m.p. 85°-86°. Starting materials: ClC(=O)OCC(C)C (isobutyl chloroformate), C(CC1=CC(OC)=C(OC)C=C1)N (homoveratrylamine), CN1CCOCC1 (N-methylmorpholine), CC(C#CC(=O)O)C (4-methyl-2-pentynoic acid). Solvent: O1CCCC1 (tetrahydrofuran). Reaction conditions: temperature 22.5 celsius, time 48 hour. The product is COC=1C=C(C=CC1OC)CCNC(C#CC(C)C)=O (N-[2-(3,4-dimethoxyphenyl)ethyl]-4-methyl-2-pentynamide). Isolated yield 62.9%. RXN SMILES: ClC(OCC(C)C)=O.CN1CCOCC1.[CH3:16][CH:17]([CH3:23])[C:18]#[C:19][C:20](O)=[O:21].[CH2:24]([NH2:36])[CH2:25][C:26]1[CH:35]=[CH:34][C:31]([O:32][CH3:33])=[C:28]([O:29][CH3:30])[CH:27]=1>O1CCCC1>[CH3:30][O:29][C:28]1[CH:27]=[C:26]([CH2:25][CH2:24][NH:36][C:20](=[O:21])[C:19]#[C:18][CH:17]([CH3:23])[CH3:16])[CH:35]=[CH:34][C:31]=1[O:32][CH3:33]. Procedure details: 38.2 g (280 mmol) of isobutyl chloroformate were added dropwise at 0 to 5° C., as well as 28.3 g (280 mmol) of N-methylmorpholine at 5 to 15° C., to a solution of 28.4 g (254 mmol) of 4-methyl-2-pentynoic acid (ex. 3) in 100 ml of tetrahydrofuran (THF). 46 g (254 mmol) of homoveratrylamine were subsequently added dropwise while cooling with ice and the mixture was allowed to stir at 20 to 25° C. for 48 hours. The reaction solution was then concentrated and the residue was poured into water/10% h... Reactants: CO, CN1CCc2c(O)c(F)cc3c(=O)c(C(=O)O)cn1c23, O=S(Cl)Cl. Product: COC(=O)c1cn2c3c(c(O)c(F)cc3c1=O)CCN2C. As a reaction SMILES: [CH3:25][OH:26].[F:5][c:6]1[c:7]([OH:24])[c:8]2[c:13]3[n:12]([cH:18][c:17]([C:19](=[O:20])[OH:21])[c:16](=[O:22])[c:14]3[cH:15]1)[N:11]([CH3:23])[CH2:10][CH2:9]2.[S:1]([Cl:2])([Cl:3])=[O:4]>>[F:5][c:6]1[c:7]([OH:24])[c:8]2[c:13]3[n:12]([cH:18][c:17]([C:19](=[O:20])[O:21][CH3:25])[c:16](=[O:22])[c:14]3[cH:15]1)[N:11]([CH3:23])[CH2:10][CH2:9]2. The reactants are Cc1cc(C)c(NC(=O)c2sc(NC(=O)O)nc2C)c(C)c1, O=C(O)C(F)(F)F. Yields the product Cc1cc(C)c(NC(=O)c2sc(N)nc2C)c(C)c1. As a reaction SMILES: [CH3:1][c:2]1[c:3]([NH:10][C:11](=[O:12])[c:13]2[c:14]([CH3:22])[n:15][c:16]([NH:18][C:19](=[O:20])[OH:21])[s:17]2)[c:4]([CH3:9])[cH:5][c:6]([CH3:8])[cH:7]1.[OH:23][C:24]([C:25]([F:26])([F:27])[F:28])=[O:29]>>[CH3:1][c:2]1[c:3]([NH:10][C:11](=[O:12])[c:13]2[c:14]([CH3:22])[n:15][c:16]([NH2:18])[s:17]2)[c:4]([CH3:9])[cH:5][c:6]([CH3:8])[cH:7]1. Starting materials: C(C)(=O)SCC(C(=O)Cl)C (3-acetylthio-2-methylpropionyl chloride), C(C)OC(CNC1CCC2=C(C=CC=C12)OC)=O (N-(4-Methoxy-1-indanyl)glycine ethyl ester), O (water). Solvent: CC(=O)N(C)C (dimethylacetamide). The product is C(C)OC(CN(C1CCC2=C(C=CC=C12)OC)C(C(CSC(C)=O)C)=O)=O (N-(3-acetylthio-2-methylpropionyl)-N-(4-methoxy-1-indanyl)glycine ethyl ester). The yield is 67.6%. As a reaction SMILES: [CH2:1]([O:3][C:4](=[O:18])[CH2:5][NH:6][CH:7]1[C:15]2[C:10](=[C:11]([O:16][CH3:17])[CH:12]=[CH:13][CH:14]=2)[CH2:9][CH2:8]1)[CH3:2].[C:19]([S:22][CH2:23][CH:24]([CH3:28])[C:25](Cl)=[O:26])(=[O:21])[CH3:20].O>CC(N(C)C)=O>[CH2:1]([O:3][C:4](=[O:18])[CH2:5][N:6]([C:25](=[O:26])[CH:24]([CH3:28])[CH2:23][S:22][C:19](=[O:21])[CH3:20])[CH:7]1[C:15]2[C:10](=[C:11]([O:16][CH3:17])[CH:12]=[CH:13][CH:14]=2)[CH2:9][CH2:8]1)[CH3:2]. Procedure details: N-(4-Methoxy-1-indanyl)glycine ethyl ester (3.0 g) is dissolved in 30 ml of dimethylacetamide, then 3.3 g of 3-acetylthio-2-methylpropionyl chloride is added dropwise with stirring at room temperature, and the mixture is stirred at room temperature for 2 hours. The reaction mixture is poured into 200 ml of water, and extracted with ethyl acetate. The extract is washed with 10 ml of 10% hydrochloric acid and with water and dried, and ethyl acetate is distilled off under reduced pressure. The resi... Reactants: CCN(C(C)C)C(C)C (DIPEA), C1(=CC=CC=C1)P(C1=CC=CC=2C(C3=CC=CC(=C3OC12)P(C1=CC=CC=C1)C1=CC=CC=C1)(C)C)C1=CC=CC=C1 (4,5-bis(diphenylphosphino)-9,9-dimethylxanthene), BrC1=C(C(=CC(=C1)Cl)OC)Cl (1-bromo-2,5-dichloro-3-methoxybenzene), COC1=CC=C(C=C1)CS ((4-methoxyphenyl)methanethiol). Reagents/catalysts: C=1C=CC(=CC1)/C=C/C(=O)/C=C/C2=CC=CC=C2.C=1C=CC(=CC1)/C=C/C(=O)/C=C/C2=CC=CC=C2.C=1C=CC(=CC1)/C=C/C(=O)/C=C/C2=CC=CC=C2.[Pd].[Pd] (tris(dibenzylideneacetone)dipalladium). Solvent: O (water), C1(=CC=CC=C1)C (toluene). Product: ClC1=C(C=C(C=C1SCC1=CC=C(C=C1)OC)Cl)OC (2,5-Dichloro-1-methoxy-3-((4-methoxybenzyl)sulfanyl)benzene). Reaction SMILES: CCN(C(C)C)C(C)C.C1(P(C2C=CC=CC=2)C2C3OC4C(=CC=CC=4P(C4C=CC=CC=4)C4C=CC=CC=4)C(C)(C)C=3C=CC=2)C=CC=CC=1.Br[C:53]1[CH:58]=[C:57]([Cl:59])[CH:56]=[C:55]([O:60][CH3:61])[C:54]=1[Cl:62].[CH3:63][O:64][C:65]1[CH:70]=[CH:69][C:68]([CH2:71][SH:72])=[CH:67][CH:66]=1>C1C=CC(/C=C/C(/C=C/C2C=CC=CC=2)=O)=CC=1.C1C=CC(/C=C/C(/C=C/C2C=CC=CC=2)=O)=CC=1.C1C=CC(/C=C/C(/C=C/C2C=CC=CC=2)=O)=CC=1.[Pd].[Pd].O.C1(C)C=CC=CC=1>[Cl:62][C:54]1[C:53]([S:72][CH2:71][C:68]2[CH:69]=[CH:70][C:65]([O:64][CH3:63])=[CH:66][CH:67]=2)=[CH:58][C:57]([Cl:59])=[CH:56][C:55]=1[O:60][CH3:61] |f:4.5.6.7.8|. Procedure details: To a mixture of DIPEA (5.77 mL), 4,5-bis(diphenylphosphino)-9,9-dimethylxanthene (0.488 g), 1-bromo-2,5-dichloro-3-methoxybenzene (4.32 g) and (4-methoxyphenyl)methanethiol (2.47 mL) and toluene (100 mL) was added tris(dibenzylideneacetone)dipalladium (0) (Pd2(dba)3, 0.773 g) at room temperature. The mixture was refluxed for 5 h. After cooling, water was added to the mixture and the mixture was extracted with EtOAc. The organic layer was separated, washed with brine, dried over MgSO4 and concent...